describe an organic reaction: reactants, conditions, products, and yield From a dataset of the Open Reaction Database (ORD), a public repository of structured organic reaction records. The reactants are CC(C)Oc1ccc(Nc2ccnn2Cc2ccccc2)cc1, CCOC(C)=O, CCO, O=C[O-], [NH4+], [OH-], [OH-], [Pd+2]. Product: CC(C)Oc1ccc(Nc2ccn[nH]2)cc1. Reaction SMILES: [CH2:1]([c:2]1[cH:3][cH:4][cH:5][cH:6][cH:7]1)[n:8]1[n:9][cH:10][cH:11][c:12]1[NH:13][c:14]1[cH:15][cH:16][c:17]([O:20][CH:21]([CH3:22])[CH3:23])[cH:18][cH:19]1.[CH3:28][CH2:29][O:30][C:31](=[O:32])[CH3:33].[CH3:34][CH2:35][OH:36].[CH:24]([O-:25])=[O:26].[NH4+:27].[OH-:37].[OH-:39].[Pd+2:38]>>[nH:8]1[n:9][cH:10][cH:11][c:12]1[NH:13][c:14]1[cH:15][cH:16][c:17]([O:20][CH:21]([CH3:22])[CH3:23])[cH:18][cH:19]1. Starting materials: O=C([O-])[O-], COc1cc2c(cc1[N+](=O)[O-])CCNCC2, CC#N, CN(C)C(=O)CCl, [Cs+], [Cs+], [I-], [K+]. The product is COc1cc2c(cc1[N+](=O)[O-])CCN(CC(=O)N(C)C)CC2. Reaction SMILES: [C:26](=[O:27])([O-:28])[O-:29].[CH3:1][O:2][c:3]1[cH:4][c:5]2[c:6]([cH:12][c:13]1[N+:14](=[O:15])[O-:16])[CH2:7][CH2:8][NH:9][CH2:10][CH2:11]2.[CH3:32][C:33]#[N:34].[Cl:17][CH2:18][C:19](=[O:20])[N:21]([CH3:22])[CH3:23].[Cs+:30].[Cs+:31].[I-:25].[K+:24]>>[CH3:1][O:2][c:3]1[cH:4][c:5]2[c:6]([cH:12][c:13]1[N+:14](=[O:15])[O-:16])[CH2:7][CH2:8][N:9]([CH2:18][C:19](=[O:20])[N:21]([CH3:22])[CH3:23])[CH2:10][CH2:11]2. Starting materials: NC1=NC(=NC(=N1)OC)OC (2-amino-4,6-dimethoxy-1,3,5-triazine), S1C=C(C2=C1C=CC=C2)S(=O)(=O)N=C=O (benzothiophene-3-sulfonyl isocyanate). The product is COC1=NC(=NC(=N1)OC)NC(=O)NS(=O)(=O)C1=CSC2=C1C=CC=C2 (N-[(4,6-Dimethoxy-1,3,5-triazin-2-yl)aminocarbonyl]benzothiophene-3-sulfonamide). Isolated yield 85.7%. As a reaction SMILES: [NH2:1][C:2]1[N:7]=[C:6]([O:8][CH3:9])[N:5]=[C:4]([O:10][CH3:11])[N:3]=1.[S:12]1[C:16]2[CH:17]=[CH:18][CH:19]=[CH:20][C:15]=2[C:14]([S:21]([N:24]=[C:25]=[O:26])(=[O:23])=[O:22])=[CH:13]1>>[CH3:9][O:8][C:6]1[N:5]=[C:4]([O:10][CH3:11])[N:3]=[C:2]([NH:1][C:25]([NH:24][S:21]([C:14]2[C:15]3[CH:20]=[CH:19][CH:18]=[CH:17][C:16]=3[S:12][CH:13]=2)(=[O:22])=[O:23])=[O:26])[N:7]=1. Reported procedure: Using the procedure of Example 3, and substituting 1.6 g of 2-amino-4,6-dimethoxy-1,3,5-triazine and 2.4 g of benzothiophene-3-sulfonyl isocyanate, a yield of 3.4 g of the desired product was obtained melting at 152°. It showed absorption peaks by Nuclear Magnetic Resonance (60 MC) at; 3.95 δ (CH3O), 7-8 δ (benzohydrogens) and 8.3 δ (thiophene hydrogen) consistent for the desired compound. The reactants are ClC1=NC=CC=C1OCCOC1OCCCC1 (2-Chloro-3-[2-(tetrahydro-2H-pyran-2-yloxy)ethoxy]pyridine), CN1C(CCC1)CCO (1-methyl-2-pyrrolidineethanol), CC(C)([O-])C.[K+] (potassium tert-butoxide), C(C)(C)(C)O (tert-butanol). Solvent: C1(=CC=CC=C1)C (toluene). Conditions: temperature 50 celsius, time 2 day. Product: CN1C(CCC1)CCOC1=NC=CC=C1OCCO (2-({2-[2-(1-Methylpyrrolidin-2-yl)ethoxy]pyridin-3-yl}oxy)ethanol). Isolated yield 53.8%. As a reaction SMILES: Cl[C:2]1[C:7]([O:8][CH2:9][CH2:10][O:11]C2CCCCO2)=[CH:6][CH:5]=[CH:4][N:3]=1.[CH3:18][N:19]1[CH2:23][CH2:22][CH2:21][CH:20]1[CH2:24][CH2:25][OH:26].CC(C)([O-])C.[K+].C(O)(C)(C)C>C1(C)C=CC=CC=1>[CH3:18][N:19]1[CH2:23][CH2:22][CH2:21][CH:20]1[CH2:24][CH2:25][O:26][C:2]1[C:7]([O:8][CH2:9][CH2:10][OH:11])=[CH:6][CH:5]=[CH:4][N:3]=1 |f:2.3|. Procedure: A solution of 2-chloro-3-[2-(tetrahydro-2H-pyran-2-yloxy)ethoxy]pyridine (from Example 4; 100 mg, 0.39 mmol), 1-methyl-2-pyrrolidineethanol (79 μl, 0.58 mmol) and 1.0 M potassium tert-butoxide in tert-butanol (0.8 mL, 0.80 mmol) in 4 mL of toluene was heated at 100° C. for 1 day. The organic phase was washed with 3×2 mL of water and 2 mL of brine. The organic phase was shaken at 50° C. with 4 mL of 2.0 M acetic acid for 2 days. The aqueous phase was washed with 3×3 mL of ethyl acetate, made basi... Reactants: O1CCC(CC1)=O (tetrahydro-4H-pyran4-one), BrC1=CC=C(C=C1)Br (1,4-Dibromobenzene), C(CC(O)(C(=O)O)CC(=O)O)(=O)O (citric acid). Run in O1CCCC1 (THF), O1CCCC1 (tetrahydrofuran). Conditions: time 15 minute. Yields the product BrC1=CC=C(C=C1)C1(CCOCC1)O (4-(4-Bromophenyl)-4-Hydroxytetrahydropyran). Reaction SMILES: Br[C:2]1[CH:7]=[CH:6][C:5]([Br:8])=[CH:4][CH:3]=1.[O:9]1[CH2:14][CH2:13][C:12](=[O:15])[CH2:11][CH2:10]1.C(O)(=O)CC(CC(O)=O)(C(O)=O)O>O1CCCC1>[Br:8][C:5]1[CH:6]=[CH:7][C:2]([C:12]2([OH:15])[CH2:13][CH2:14][O:9][CH2:10][CH2:11]2)=[CH:3][CH:4]=1. Procedure: 1,4-Dibromobenzene (1 17.96 g, Aldrich) in tetrahydrofuran (THF) (700 ml) was cooled to -7020 C. under nitrogen and butylithium (175 ml) was added dropwise. After stirring the mixture for 15 minutes, tetrahydro-4H-pyran4-one (25 g, Aldrich) in the THF (300 ml) was added. The reaction was left for 2 hours before being allowed to warm to room temperature. The reaction mixture was shaken with 5% citric acid (800 ml), then extracted with diethyl ether (3×600 ml). The combined organic layers were was...